From a dataset of the Open Reaction Database (ORD), a public repository of structured organic reaction records. describe an organic reaction: reactants, conditions, products, and yield Starting materials: COC=1C=C(C=CC1O)C#C (3-methoxy-4-hydroxyphenylacetylene), ClC1=C(CS)C=CC(=C1)F (2-chloro-4-fluorobenzyl mercaptan), [Na] (sodium). The product is COC=1C=C(\C=C/C(C2=C(C=C(C=C2)F)Cl)SC(C2=C(C=C(C=C2)F)Cl)\C=C/C2=CC(=C(C=C2)O)OC)C=CC1O ((Z)-3-methoxy-4-hydroxystyryl-2-chloro-4-fluorobenzylsulfide). Reaction SMILES: [CH3:1][O:2][C:3]1[CH:4]=[C:5]([C:10]#[CH:11])[CH:6]=[CH:7][C:8]=1[OH:9].[Cl:12][C:13]1[CH:20]=[C:19]([F:21])[CH:18]=[CH:17][C:14]=1[CH2:15][SH:16].[Na]>>[CH3:1][O:2][C:3]1[CH:4]=[C:5]([CH:6]=[CH:7][C:8]=1[OH:9])/[CH:10]=[CH:11]\[CH:15]([S:16][CH:15](/[CH:11]=[CH:10]\[C:5]1[CH:6]=[CH:7][C:8]([OH:9])=[C:3]([O:2][CH3:1])[CH:4]=1)[C:14]1[CH:17]=[CH:18][C:19]([F:21])=[CH:20][C:13]=1[Cl:12])[C:14]1[CH:17]=[CH:18][C:19]([F:21])=[CH:20][C:13]=1[Cl:12] |^1:21|. Procedure: A solution of 3-methoxy-4-hydroxyphenylacetylene (0.02 mol), 2-chloro-4-fluorobenzyl mercaptan (0.02 mol) and metallic sodium (0.02 g atom) is subjected to the General Procedure to form (Z)-3-methoxy-4-hydroxystyryl-2-chloro-4-fluorobenzylsulfide. The title compound is obtained following oxidation of the sulfide, according to the General Procedure. Starting materials: C=C[Mg]Br, [Cl-], [NH4+], C1CCOC1, O=Cc1ccc(OCCCc2ccccc2)cc1. The product is C=CC(O)c1ccc(OCCCc2ccccc2)cc1. As a reaction SMILES: [Br:19][Mg:20][CH:21]=[CH2:22].[Cl-:23].[NH4+:24].[O:25]1[CH2:26][CH2:27][CH2:28][CH2:29]1.[c:1]1([CH2:7][CH2:8][CH2:9][O:10][c:11]2[cH:12][cH:13][c:14]([CH:15]=[O:16])[cH:17][cH:18]2)[cH:2][cH:3][cH:4][cH:5][cH:6]1>>[c:1]1([CH2:7][CH2:8][CH2:9][O:10][c:11]2[cH:12][cH:13][c:14]([CH:15]([OH:16])[CH:21]=[CH2:22])[cH:17][cH:18]2)[cH:2][cH:3][cH:4][cH:5][cH:6]1. Reactants: Cl.NO (hydroxylamine hydrochloride), C([O-])([O-])=O.[Na+].[Na+] (sodium carbonate), COC1=CC=C(C=C1)C1=CC=C(C=C1)C(C(=O)O)CC=O ((4′-methoxy-biphenyl-4-yl)-4-oxo-butyric acid). The solvent is C(C)O (ethanol). Product: ON=C(CCC(=O)O)C1=CC=C(C=C1)C1=CC=C(C=C1)OC (4-hydroxyimino-4-(4′-methoxy-biphenyl-4-yl)-butyric acid). Yield: 86.4%. Reaction SMILES: [CH3:1][O:2][C:3]1[CH:8]=[CH:7][C:6]([C:9]2[CH:14]=[CH:13][C:12]([CH:15]([CH2:19][CH:20]=O)C(O)=O)=[CH:11][CH:10]=2)=[CH:5][CH:4]=1.Cl.[NH2:23][OH:24].[C:25](=[O:28])([O-])[O-:26].[Na+].[Na+]>C(O)C>[OH:24][N:23]=[C:15]([C:12]1[CH:11]=[CH:10][C:9]([C:6]2[CH:5]=[CH:4][C:3]([O:2][CH3:1])=[CH:8][CH:7]=2)=[CH:14][CH:13]=1)[CH2:19][CH2:20][C:25]([OH:26])=[O:28] |f:1.2,3.4.5|. Procedure details: In a manner similar to Example 4, Step (c), (4′-methoxy-biphenyl-4-yl)-4-oxo-butyric acid (1.08 g, 0.00380 mol) was allowed to react with hydroxylamine hydrochloride (0.316 g, 0.00455 mol) in the presence of sodium carbonate (0.485 g, 0.00458 mol) in absolute ethanol (20 mL) to give 0.983 g of 4-hydroxyimino-4-(4′-methoxy-biphenyl-4-yl)-butyric acid as a pale yellow solid; mp 157-160° C. Reactants: C(C)(C)(C)OC(=O)N1CCC(CC1)N1N=CC(=C1)C=1C=NC(=C(C1)N1CC2=CC=CC(=C2CC1)Cl)N (4-{4-[6-Amino-5-(5-chloro-3,4-dihydro-1H-isoquinolin-2-yl)-pyridin-3-yl]-pyrazol-1-yl}-piperidine-1-carboxylic acid tert-butyl ester), Cl (HCl). The solvent is CO (MeOH), CCOCC (Et2O). Reaction conditions: time 8 hour. Product: ClC1=C2CCN(CC2=CC=C1)C=1C(=NC=C(C1)C=1C=NN(C1)C1CCNCC1)N (3-(5-Chloro-3,4-dihydro-1H-isoquinolin-2-yl)-5-(1-piperidin-4-yl-1H-pyrazol-4-yl)-pyridin-2-ylamine). RXN SMILES: C(OC([N:8]1[CH2:13][CH2:12][CH:11]([N:14]2[CH:18]=[C:17]([C:19]3[CH:20]=[N:21][C:22]([NH2:36])=[C:23]([N:25]4[CH2:34][CH2:33][C:32]5[C:27](=[CH:28][CH:29]=[CH:30][C:31]=5[Cl:35])[CH2:26]4)[CH:24]=3)[CH:16]=[N:15]2)[CH2:10][CH2:9]1)=O)(C)(C)C.Cl>CO.CCOCC>[Cl:35][C:31]1[CH:30]=[CH:29][CH:28]=[C:27]2[C:32]=1[CH2:33][CH2:34][N:25]([C:23]1[C:22]([NH2:36])=[N:21][CH:20]=[C:19]([C:17]3[CH:16]=[N:15][N:14]([CH:11]4[CH2:10][CH2:9][NH:8][CH2:13][CH2:12]4)[CH:18]=3)[CH:24]=1)[CH2:26]2. Reported procedure: 4-{4-[6-Amino-5-(5-chloro-3,4-dihydro-1H-isoquinolin-2-yl)-pyridin-3-yl]-pyrazol-1-yl}-piperidine-1-carboxylic acid tert-butyl ester (26 mg, 0.051 mmol) was dissolved in MeOH (20 mL), 1.0 M of HCl in Et2O (20 mL) was added, and the mixture was stirred at rt overnight. The solvent was removed in vacuo to give the title compound as a brown solid. 1H NMR (400 MHz, CD3OD): δ=2.32-2.39 (m, 4H), 3.11 (t, J=6.0 Hz, 2H), 3.22-3.32 (m, 2H), 3.42 (t, J=6.0 Hz, 2H), 3.59 (d, J=13.2 Hz, 2H), 4.27 (s, 2H), 4...